Dataset: the Open Reaction Database (ORD), a public repository of structured organic reaction records. Task: describe an organic reaction: reactants, conditions, products, and yield Conditions: time 2 hour. Starting materials: C(C1=CC=CC=C1)OC(COCCCCCCCCCCCCCCCCCC)COC(NCCBr)=O (2-O-Benzyl-3-O-(2'-bromoethyl)carbamoyl-1-O-octadecylglycerol). RXN SMILES: C([O:8][CH:9]([CH2:30][O:31][C:32](=[O:37])[NH:33][CH2:34][CH2:35][Br:36])[CH2:10][O:11][CH2:12][CH2:13][CH2:14][CH2:15][CH2:16][CH2:17][CH2:18][CH2:19][CH2:20][CH2:21][CH2:22][CH2:23][CH2:24][CH2:25][CH2:26][CH2:27][CH2:28][CH3:29])C1C=CC=CC=1>[Pd].C(O)(=O)C>[Br:36][CH2:35][CH2:34][NH:33][C:32]([O:31][CH2:30][CH:9]([OH:8])[CH2:10][O:11][CH2:12][CH2:13][CH2:14][CH2:15][CH2:16][CH2:17][CH2:18][CH2:19][CH2:20][CH2:21][CH2:22][CH2:23][CH2:24][CH2:25][CH2:26][CH2:27][CH2:28][CH3:29])=[O:37]. Yield: 97.8%. Reported procedure: A 40 ml portion of 90% aqueous acetic acid solution was added to 949 mg (1.623 mmole) of 2-benzyl-3-O-(2'-bromoethyl)carbamoyl-1-octadecylglycerol (as synthesized in Example 7) and 250 mg of 10% Pd/C, and hydrogenolysis was carried out at room temperature for 2 hours. After the catalyst was filtered out, the filtrate was concentrated under reduced pressure, and a mixture of n-hexane-ethyl acetate (2:1) was added to the residue. The precipitate was collected by filtration to give 785 mg (97.8 g) ... The reagents and catalysts are [Pd] (Pd/C). Run in C(C)(=O)O (acetic acid). Product: BrCCNC(=O)OCC(COCCCCCCCCCCCCCCCCCC)O (3-O-(2'-Bromoethyl)carbamoyl-1-O-octadecylglycerol). Starting materials: COC1(CC(C1)(OC)OC)OC (1,1,3,3-tetramethoxycyclobutane). Solvent: C(C)(O)O (ethanediol). Yields the product O1CCOC12CC1(OCCO1)C2 (1,4,8,11-Tetraoxadispiro[4.1.4.1]dodecane). As a reaction SMILES: [CH3:1][O:2][C:3]1([O:11][CH3:12])[CH2:6][C:5]([O:9][CH3:10])([O:7][CH3:8])[CH2:4]1>C(O)(O)C>[O:11]1[C:3]2([CH2:6][C:5]3([O:7][CH2:8][CH2:10][O:9]3)[CH2:4]2)[O:2][CH2:1][CH2:12]1. Procedure: 4.56 g of 1,1,3,3-tetramethoxycyclobutane (content 96.7 percent, 25 mmol) in 19.7 g of ethanediol was heated to 135° C. Thus, first the main separation of the resulting methanol at normal pressure and then (after 2 hours) the rest of the readily volatile components were distilled off at 200 mbar. The product crystallized out from the residue during cooling to room temperature and was filtered off and dried at 20° C./0,005 mbar. The yield of product was 2.11 g, with a content (GC) of 82.8 percent... The reactants are CCBr, CC1C=CCC(C)(C)C1C(=O)O, Cl, [K+], [K+], O=C([O-])[O-], CN(C)C=O. The product is CCOC(=O)C1C(C)C=CCC1(C)C. RXN SMILES: [CH2:13]([CH3:14])[Br:15].[CH3:1][CH:2]1[CH:3]([C:10](=[O:11])[OH:12])[C:4]([CH3:8])([CH3:9])[CH2:5][CH:6]=[CH:7]1.[ClH:22].[K+:16].[K+:17].[O-:18][C:19]([O-:20])=[O:21].[O:23]=[CH:24][N:25]([CH3:26])[CH3:27]>>[CH3:1][CH:2]1[CH:3]([C:10](=[O:11])[O:12][CH2:13][CH3:14])[C:4]([CH3:8])([CH3:9])[CH2:5][CH:6]=[CH:7]1. The reactants are C(Cl)(Cl)Cl.CO.[OH-].[NH4+] (chloroform methanol ammonium hydroxide), Cl (HCl), CC(C(=O)O)(OC1=C(C=C(C=C1)C#N)CCC)C1=CC2=C(C=C1)OCO2 (methyl α-(2-n-propyl-4-cyanophenoxy)-3,4-methylenedioxyphenylacetic acid), Cl.CN(CCCN=C=NCC)C (1-(3-dimethylaminopropyl)-3-ethylcarbodiimide hydrochloride), C(C)(C)C1=CC=C(C=C1)S(=O)(=O)N (4-iso-propylbenzenesulfonamide). The reagents and catalysts are CN(C1=CC=NC=C1)C (4-dimethylaminopyridine). Solvent: C(Cl)Cl (methylene chloride). Reaction conditions: time 8 hour. The product is C(C)(C)C1=CC=C(C=C1)S(=O)(=O)NC(C(OC1=C(C=C(C=C1)C#N)CCC)C1=CC2=C(C=C1)OCO2)=O (N-(4-iso-propylbenzenesulfonyl)-α-(4-cyano-2-n-propylphenoxy)-3,4-methylenedioxyphenyl-acetamide). Yield: 32.3%. As a reaction SMILES: C[C:2]([C:18]1[CH:23]=[CH:22][C:21]2[O:24][CH2:25][O:26][C:20]=2[CH:19]=1)([O:6][C:7]1[CH:12]=[CH:11][C:10]([C:13]#[N:14])=[CH:9][C:8]=1[CH2:15][CH2:16][CH3:17])[C:3](O)=[O:4].Cl.CN(C)CCCN=C=NCC.[CH:39]([C:42]1[CH:47]=[CH:46][C:45]([S:48]([NH2:51])(=[O:50])=[O:49])=[CH:44][CH:43]=1)([CH3:41])[CH3:40].C(Cl)(Cl)Cl.CO.[OH-].[NH4+].Cl>C(Cl)Cl.CN(C)C1C=CN=CC=1>[CH:39]([C:42]1[CH:43]=[CH:44][C:45]([S:48]([NH:51][C:3](=[O:4])[CH:2]([C:18]2[CH:23]=[CH:22][C:21]3[O:24][CH2:25][O:26][C:20]=3[CH:19]=2)[O:6][C:7]2[CH:12]=[CH:11][C:10]([C:13]#[N:14])=[CH:9][C:8]=2[CH2:15][CH2:16][CH3:17])(=[O:49])=[O:50])=[CH:46][CH:47]=1)([CH3:41])[CH3:40] |f:1.2,4.5.6.7|. Procedure details: To a stirred solution of 2.92 g (8.61 mmol) of the product of Step D in 40 mL of methylene chloride was added 2.31 g (12.05 mmol) of 1-(3-dimethylaminopropyl)-3-ethylcarbodiimide hydrochloride, 1.26 g (10.33 mmol)of 4-dimethylaminopyridine, and 1.89 g (9.47 mmol) of 4-iso-propylbenzenesulfonamide. The reaction mixture was stirred overnight and after TLC analysis (80:15:1 chloroform/methanol/ammonium hydroxide) was poured into 1N HCl and extracted with ethyl acetate. The extract was washed with b... Reactants: Cl (HCl), ClC1=NC=NC=C1F (4-chloro-5-fluoro-pyrimidine), BrC1=CC=C2C(N(C(C2=C1)=O)[C@H](C)C1=CC=C(C=C1)OC)C (6-bromo-2-[(1R)-1-(4-methoxyphenyl)ethyl]-3-methyl-isoindolin-1-one), C[Si]([N-][Si](C)(C)C)(C)C.[K+] (potassium hexamethyldisilazide). Run in COC(C)(C)C (methyl-tert-butyl ether), O1CCCC1 (tetrahydrofuran), O (water). Reaction conditions: time 1 hour. Yields the product BrC1=CC=C2C(N(C(C2=C1)=O)[C@H](C)C1=CC=C(C=C1)OC)(C)C1=NC=NC=C1F (6-Bromo-3-(5-fluoropyrimidin-4-yl)-2-[(1R)-1-(4-methoxyphenyl)ethyl]-3-methyl-isoindolin-1-one). Isolated yield 42.6%. RXN SMILES: [Br:1][C:2]1[CH:10]=[C:9]2[C:5]([CH:6]([CH3:22])[N:7]([C@@H:12]([C:14]3[CH:19]=[CH:18][C:17]([O:20][CH3:21])=[CH:16][CH:15]=3)[CH3:13])[C:8]2=[O:11])=[CH:4][CH:3]=1.Cl[C:24]1[C:29]([F:30])=[CH:28][N:27]=[CH:26][N:25]=1.C[Si](C)(C)[N-][Si](C)(C)C.[K+].Cl>O1CCCC1.O.COC(C)(C)C>[Br:1][C:2]1[CH:10]=[C:9]2[C:5]([C:6]([C:24]3[C:29]([F:30])=[CH:28][N:27]=[CH:26][N:25]=3)([CH3:22])[N:7]([C@@H:12]([C:14]3[CH:15]=[CH:16][C:17]([O:20][CH3:21])=[CH:18][CH:19]=3)[CH3:13])[C:8]2=[O:11])=[CH:4][CH:3]=1 |f:2.3|. Procedure: Dissolve 6-bromo-2-[(1R)-1-(4-methoxyphenyl)ethyl]-3-methyl-isoindolin-1-one (2.814 mmol, 1.014 g) in tetrahydrofuran (28 mL). Add 4-chloro-5-fluoro-pyrimidine (5.628 mmol, 518 μL) and cool to 0° C. Add potassium hexamethyldisilazide (4.502 mmol, 9 mL, 0.5 M in toluene) over 7 minutes and stir for 1 hour, then warm to ambient temperature and stir for 90 minutes. Pour into methyl-tert-butyl ether and aqueous 1 M HCl, add water and separate the layers. Wash with aqueous 1 N HCl, filter, wash with ...